Task: describe an organic reaction: reactants, conditions, products, and yield. Dataset: the Open Reaction Database (ORD), a public repository of structured organic reaction records The reactants are N(=[N+]=[N-])C1CCC=2N(C3=CC=CC=C3C2CC(=O)OCCC)C1 (propyl (7-azido-6,7,8,9-tetrahydropyrido[1,2-α]indol-10-yl)acetate), C(#C)C1(C2=CC=CC=C2C=2C=CC=CC12)O (9-ethynyl-9H-fluoren-9-ol). The product is OC1(C2=CC=CC=C2C=2C=CC=CC12)C1=CN=NN1C1CCC=2N(C3=CC=CC=C3C2CC(=O)O)C1 ({7-[5-(9-Hydroxy-9H-fluoren-9-yl)-[1,2,3]triazol-1-yl]-6,7,8,9-tetrahydropyrido[1,2-α]indol-10-yl}-acetic acid). Reaction SMILES: [N:1]([CH:4]1[CH2:23][N:8]2[C:9]3[C:14]([C:15]([CH2:16][C:17]([O:19]CCC)=[O:18])=[C:7]2[CH2:6][CH2:5]1)=[CH:13][CH:12]=[CH:11][CH:10]=3)=[N+:2]=[N-:3].[C:24]([C:26]1([OH:39])[C:38]2[CH:37]=[CH:36][CH:35]=[CH:34][C:33]=2[C:32]2[C:27]1=[CH:28][CH:29]=[CH:30][CH:31]=2)#[CH:25]>>[OH:39][C:26]1([C:24]2[N:1]([CH:4]3[CH2:23][N:8]4[C:9]5[C:14]([C:15]([CH2:16][C:17]([OH:19])=[O:18])=[C:7]4[CH2:6][CH2:5]3)=[CH:13][CH:12]=[CH:11][CH:10]=5)[N:2]=[N:3][CH:25]=2)[C:38]2[CH:37]=[CH:36][CH:35]=[CH:34][C:33]=2[C:32]2[C:27]1=[CH:28][CH:29]=[CH:30][CH:31]=2. Procedure: The title compound was prepared using procedures described in EXAMPLE 3 from propyl (7-azido-6,7,8,9-tetrahydropyrido[1,2-α]indol-10-yl)acetate and 9-ethynyl-9H-fluoren-9-ol. MS (+ESI) m/z: 477.1. Reactants: C(C1=CC=CC=C1)OC1=C(C=CC(=C1)C(C)C)CCNC(OC(C)(C)C)=O (tert-butyl N-[2-(2-benzyloxy-4-isopropylphenyl)ethyl]carbamate), C(C)O.Cl (hydrogen chloride ethanol). The solvent is C(C)O (ethanol). Run at time 2 hour. Yields the product Cl.C(C1=CC=CC=C1)OC1=C(C=CC(=C1)C(C)C)CCN (2-(2-benzyloxy-4-isopropylphenyl)ethylamine hydrochloride). As a reaction SMILES: [CH2:1]([O:8][C:9]1[CH:14]=[C:13]([CH:15]([CH3:17])[CH3:16])[CH:12]=[CH:11][C:10]=1[CH2:18][CH2:19][NH:20]C(=O)OC(C)(C)C)[C:2]1[CH:7]=[CH:6][CH:5]=[CH:4][CH:3]=1.C(O)C.[ClH:31]>C(O)C>[ClH:31].[CH2:1]([O:8][C:9]1[CH:14]=[C:13]([CH:15]([CH3:17])[CH3:16])[CH:12]=[CH:11][C:10]=1[CH2:18][CH2:19][NH2:20])[C:2]1[CH:3]=[CH:4][CH:5]=[CH:6][CH:7]=1 |f:1.2,4.5|. Reported procedure: To a solution of 0.300 g of tert-butyl N-[2-(2-benzyloxy-4-isopropylphenyl)ethyl]carbamate in 2 mL of ethanol was added 2 mL of 21% hydrogen chloride ethanol solution at room temperature. After being stirred at the same temperature for 2 hours, the reaction mixture was concentrated under reduced pressure to give 0.261 g of 2-(2-benzyloxy-4-isopropylphenyl)ethylamine hydrochloride. Yield: 95.9%. As a reaction SMILES: [C:1]([CH:5]1[O:11][CH:10]2[CH:7]([C:8](=[O:26])[N:9]2[C:12](=[C:23]([CH3:25])[CH3:24])[C:13]([O:15][CH2:16][C:17]2[CH:22]=[CH:21][CH:20]=[CH:19][CH:18]=2)=[O:14])[N:6]1[S:27]([CH2:30][C:31]1[CH:36]=[CH:35][CH:34]=[CH:33][CH:32]=1)(=[O:29])=[O:28])([O:3]C)=[O:2].[OH-].[Na+].C(OCC)(=O)C.Cl>CC(C)=O.O>[C:1]([CH:5]1[O:11][CH:10]2[CH:7]([C:8](=[O:26])[N:9]2[C:12](=[C:23]([CH3:25])[CH3:24])[C:13]([O:15][CH2:16][C:17]2[CH:22]=[CH:21][CH:20]=[CH:19][CH:18]=2)=[O:14])[N:6]1[S:27]([CH2:30][C:31]1[CH:32]=[CH:33][CH:34]=[CH:35][CH:36]=1)(=[O:28])=[O:29])([OH:3])=[O:2] |f:1.2|. The solvent is CC(=O)C (acetone), O (water). Reported procedure: To a solution of 756 mg of benzyl α-(3ξ-carbomethoxy-2-phenylmethanesulfonyl-7-oxo-4-oxa-2,6-diazabicyclo[3.2.0]-heptan-6-yl)-α-isopropylideneacetate dissolved in a mixture of 9 ml of acetone and 2.7 ml of water is added 1.85 ml of 1.012 N aqueous solution of sodium hydroxide under ice-cooling. After 15 minutes, the reaction mixture is poured into ice water, mixed with ethyl acetate, adjusted to pH 2 with 2 N-hydrochloric acid under ice-cooling and extracted with ethyl acetate. The extract is wa... Starting materials: ice water, aqueous solution, [OH-].[Na+] (sodium hydroxide), C(=O)(OC)C1N(C2C(N(C2O1)C(C(=O)OCC1=CC=CC=C1)=C(C)C)=O)S(=O)(=O)CC1=CC=CC=C1 (benzyl α-(3ξ-carbomethoxy-2-phenylmethanesulfonyl-7-oxo-4-oxa-2,6-diazabicyclo[3.2.0]-heptan-6-yl)-α-isopropylideneacetate), C(C)(=O)OCC (ethyl acetate), Cl (hydrochloric acid). Reaction conditions: time 15 minute. The product is C(=O)(O)C1N(C2C(N(C2O1)C(C(=O)OCC1=CC=CC=C1)=C(C)C)=O)S(=O)(=O)CC1=CC=CC=C1 (benzyl α-(3ξ-carboxy-2-phenylmethanesulfonyl-7-oxo-4-oxa-2,6-diazabicyclo[3.2.0]heptan-6-yl)-α-isopropylideneacetate).